From a dataset of the Open Reaction Database (ORD), a public repository of structured organic reaction records. describe an organic reaction: reactants, conditions, products, and yield Reactants: ClC1=NC(=NC=N1)NC1=CC(=CC=C1)CS(=O)(=O)C (4-chloro-N-{3-[(methylsulfonyl)methyl]phenyl}-1,3,5-triazin-2-amine), ClC1=CC(=C(C=C1)B(O)O)OC ((4-chloro-2-methoxyphenyl)boronic acid). Product: ClC1=CC(=C(C=C1)C1=NC(=NC=N1)NC1=CC(=CC=C1)CS(=O)(=O)C)OC (4-(4-Chloro-2-methoxyphenyl)-N-{3-[(methylsulfonyl)methyl]phenyl}-1,3,5-triazin-2-amine). RXN SMILES: Cl[C:2]1[N:7]=[CH:6][N:5]=[C:4]([NH:8][C:9]2[CH:14]=[CH:13][CH:12]=[C:11]([CH2:15][S:16]([CH3:19])(=[O:18])=[O:17])[CH:10]=2)[N:3]=1.[Cl:20][C:21]1[CH:26]=[CH:25][C:24](B(O)O)=[C:23]([O:30][CH3:31])[CH:22]=1>>[Cl:20][C:21]1[CH:26]=[CH:25][C:24]([C:2]2[N:7]=[CH:6][N:5]=[C:4]([NH:8][C:9]3[CH:14]=[CH:13][CH:12]=[C:11]([CH2:15][S:16]([CH3:19])(=[O:18])=[O:17])[CH:10]=3)[N:3]=2)=[C:23]([O:30][CH3:31])[CH:22]=1. Procedure details: Example 32 was prepared under similar conditions as described in the preparation of Example 30 using crude 4-chloro-N-{3-[(methylsulfonyl)methyl]phenyl}-1,3,5-triazin-2-amine and (4-chloro-2-methoxyphenyl)boronic acid (ABCR GmbH & CO. KG). The batch was purified by preparative HPLC. Reactants: [BH4-], C1CCOC1, CC(=O)O, CO, COC(=O)Cc1ccc(C=O)cc1, CCCCCNc1nc(N)nc(C)c1CCCN, [Na+]. Yields the product CCCCCNc1nc(N)nc(C)c1CCCNCc1ccc(CC(=O)OC)cc1. As a reaction SMILES: [BH4-:36].[CH2:38]1[O:39][CH2:40][CH2:41][CH2:42]1.[CH3:32][C:33](=[O:34])[OH:35].[CH3:43][OH:44].[CH:19](=[O:20])[c:21]1[cH:22][cH:23][c:24]([CH2:27][C:28](=[O:29])[O:30][CH3:31])[cH:25][cH:26]1.[NH2:1][CH2:2][CH2:3][CH2:4][c:5]1[c:6]([NH:13][CH2:14][CH2:15][CH2:16][CH2:17][CH3:18])[n:7][c:8]([NH2:12])[n:9][c:10]1[CH3:11].[Na+:37]>>[NH:1]([CH2:2][CH2:3][CH2:4][c:5]1[c:6]([NH:13][CH2:14][CH2:15][CH2:16][CH2:17][CH3:18])[n:7][c:8]([NH2:12])[n:9][c:10]1[CH3:11])[CH2:19][c:21]1[cH:22][cH:23][c:24]([CH2:27][C:28](=[O:29])[O:30][CH3:31])[cH:25][cH:26]1. Reactants: CCOC(=O)c1ccc(Nc2nc3cc(-c4ccncc4F)c(-c4cccnc4)nc3[nH]2)cc1, CCO, Cl, [Na+], [OH-]. Yields the product O=C(O)c1ccc(Nc2nc3cc(-c4ccncc4F)c(-c4cccnc4)nc3[nH]2)cc1. As a reaction SMILES: [CH2:1]([CH3:2])[O:3][C:4]([c:5]1[cH:6][cH:7][c:8]([NH:11][c:12]2[n:13][c:14]3[c:15]([n:16][c:17](-[c:27]4[cH:28][n:29][cH:30][cH:31][cH:32]4)[c:18](-[c:20]4[c:21]([F:26])[cH:22][n:23][cH:24][cH:25]4)[cH:19]3)[nH:33]2)[cH:9][cH:10]1)=[O:34].[CH3:36][CH2:37][OH:38].[ClH:35].[Na+:40].[OH-:39]>>[O:3]=[C:4]([c:5]1[cH:6][cH:7][c:8]([NH:11][c:12]2[n:13][c:14]3[c:15]([n:16][c:17](-[c:27]4[cH:28][n:29][cH:30][cH:31][cH:32]4)[c:18](-[c:20]4[c:21]([F:26])[cH:22][n:23][cH:24][cH:25]4)[cH:19]3)[nH:33]2)[cH:9][cH:10]1)[OH:34].